From a dataset of the Open Reaction Database (ORD), a public repository of structured organic reaction records. describe an organic reaction: reactants, conditions, products, and yield Solvent: C(Cl)Cl (methylene chloride), C(Cl)Cl (methylene chloride). Reaction conditions: time 10 minute. Reaction SMILES: [CH2:1]1[CH2:18][O:17][C:3]2([CH2:10][C@@H:9]3[C@@H:5]([CH2:6][C@H:7]([OH:16])[C@@H:8]3[C:11]([O:13][CH2:14][CH3:15])=[O:12])[CH2:4]2)[O:2]1>C(Cl)Cl>[CH2:18]1[CH2:1][O:2][C:3]2([CH2:10][C@@H:9]3[C@@H:5]([CH2:6][C:7](=[O:16])[CH:8]3[C:11]([O:13][CH2:14][CH3:15])=[O:12])[CH2:4]2)[O:17]1. Reported procedure: A solution of 294 mg of (1S,5R,6R,7S)-3,3-ethylenedioxy-7-hydroxy-6-ethoxycarbonylbicyclo [3.3.0]octane (III)' in methylene chloride (2 ml) as prepared in Example 1 was added to a solution of a chromic anhydride-pyridine complex in methylene chloride [prepared from chromic anhydride (688 mg), pyridine (1088 mg) and methylene chloride (18 ml)], and the mixture was stirred at room temperature for 10 minutes. The supernatant was separated, the residue was washed with ether, and the combined organic... The reactants are C1OC2(C[C@@H]3C[C@@H]([C@@H]([C@@H]3C2)C(=O)OCC)O)OC1 ((1S,5R,6R,7S)-3,3-ethylenedioxy-7-hydroxy-6-ethoxycarbonylbicyclo [3.3.0]octane). Isolated yield 31.5%. Yields the product C1OC2(C[C@@H]3CC(C([C@@H]3C2)C(=O)OCC)=O)OC1 ((1R,5S)-7,7-ethylenedioxy-2-ethoxycarbonylbicyclo[3.3.0]octan-3-one).